From a dataset of the Open Reaction Database (ORD), a public repository of structured organic reaction records. describe an organic reaction: reactants, conditions, products, and yield Starting materials: N1C=CC2=C(C=CC=C12)C=1N=C(C2=C(N1)C=CS2)N2CCOCC2 (2-(1H-Indol-4-yl)-4-morpholin-4-yl-thieno[3,2-d]pyrimidine), pyridinium bromide perbromide, C(C)(=O)O (acetic acid), C(C)(=O)O (acetic acid). Run in O (water). Reaction conditions: temperature 80 celsius. Product: O1CCN(CC1)C=1C2=C(N=C(N1)C1=C3CC(NC3=CC=C1)=O)C=CS2 (4-(4-morpholinothieno[3,2-d]pyrimidin-2-yl)indolin-2-one). As a reaction SMILES: [NH:1]1[C:9]2[C:4](=[C:5]([C:10]3[N:11]=[C:12]([N:19]4[CH2:24][CH2:23][O:22][CH2:21][CH2:20]4)[C:13]4[S:18][CH:17]=[CH:16][C:14]=4[N:15]=3)[CH:6]=[CH:7][CH:8]=2)[CH:3]=[CH:2]1.C1C=C[NH+]=CC=1.Br[Br-]Br.C(O)(=[O:36])C>O>[O:22]1[CH2:21][CH2:20][N:19]([C:12]2[C:13]3[S:18][CH:17]=[CH:16][C:14]=3[N:15]=[C:10]([C:5]3[CH:6]=[CH:7][CH:8]=[C:9]4[C:4]=3[CH2:3][C:2](=[O:36])[NH:1]4)[N:11]=2)[CH2:24][CH2:23]1 |f:1.2|. Reported procedure: To a solution of 2-(1H-Indol-4-yl)-4-morpholin-4-yl-thieno[3,2-d]pyrimidine 199 (90 mg) in acetic acid (2 ml) and water (1 ml) was added pyridinium bromide perbromide (103 mg) as a solution in acetic acid (4 ml) and the reaction mixture was heated to 80° C. for 4 hours. The mixture was then basified and extracted into dichloromethane, organic layer was dried (Mg2SO4), filtered and volatiles removed in vacuo. Purification on silica yielded 198 (23 mg). NMR: (CDCl3): 3.39-3.43 (4H, m), 4.03-4.08 (... Reactants: C(C)(C)(C)C1=CC=C(COC2=C(C=CC=C2)/C=C/C(CCC2=CC=C(C#N)C=C2)CC2=CC(=C(C(=C2)F)O[Si](C(C)C)(C(C)C)C(C)C)F)C=C1 (E-4-[5-[2-(4-tert-butylbenzyloxy)phenyl]-3-(3,5-difluoro-4-triisopropylsilanyloxybenzyl)pent-4-enyl]benzonitrile), C[Si](C)(C)N=[N+]=[N-] (trimethylsilyl azide), C(CCC)[Sn](CCCC)=O (di-n-butyltin oxide). Solvent: C1(=CC=CC=C1)C (toluene). Run at temperature 80 celsius, time 12 hour. The product is C(C)(C)(C)C1=CC=C(COC2=C(C=CC=C2)/C=C/C(CCC2=CC=C(C=C2)C2=NN=NN2)CC2=CC(=C(C(=C2)F)O[Si](C(C)C)(C(C)C)C(C)C)F)C=C1 (E-5-{4-[5-[2-(4-tert-Butylbenzyloxy)phenyl]-3-(3,5-difluoro-4-triisopropylsilanyloxybenzyl)pent-4-enyl]phenyl}-1H-tetrazole). Reaction SMILES: [C:1]([C:5]1[CH:51]=[CH:50][C:8]([CH2:9][O:10][C:11]2[CH:16]=[CH:15][CH:14]=[CH:13][C:12]=2/[CH:17]=[CH:18]/[CH:19]([CH2:30][C:31]2[CH:36]=[C:35]([F:37])[C:34]([O:38][Si:39]([CH:46]([CH3:48])[CH3:47])([CH:43]([CH3:45])[CH3:44])[CH:40]([CH3:42])[CH3:41])=[C:33]([F:49])[CH:32]=2)[CH2:20][CH2:21][C:22]2[CH:29]=[CH:28][C:25]([C:26]#[N:27])=[CH:24][CH:23]=2)=[CH:7][CH:6]=1)([CH3:4])([CH3:3])[CH3:2].C[Si]([N:56]=[N+:57]=[N-:58])(C)C.C([Sn](=O)CCCC)CCC>C1(C)C=CC=CC=1>[C:1]([C:5]1[CH:6]=[CH:7][C:8]([CH2:9][O:10][C:11]2[CH:16]=[CH:15][CH:14]=[CH:13][C:12]=2/[CH:17]=[CH:18]/[CH:19]([CH2:30][C:31]2[CH:32]=[C:33]([F:49])[C:34]([O:38][Si:39]([CH:40]([CH3:42])[CH3:41])([CH:43]([CH3:44])[CH3:45])[CH:46]([CH3:48])[CH3:47])=[C:35]([F:37])[CH:36]=2)[CH2:20][CH2:21][C:22]2[CH:29]=[CH:28][C:25]([C:26]3[NH:58][N:57]=[N:56][N:27]=3)=[CH:24][CH:23]=2)=[CH:50][CH:51]=1)([CH3:4])([CH3:3])[CH3:2]. Procedure: A solution of 625 mg (85% pure, 0.75 mmol) of E-4-[5-[2-(4-tert-butylbenzyloxy)phenyl]-3-(3,5-difluoro-4-triisopropylsilanyloxybenzyl)pent-4-enyl]benzonitrile in 12 ml of toluene is mixed with 1.76 ml (13.24 mmol) of trimethylsilyl azide and 329.6 mg (1.3 mmol) of di-n-butyltin oxide and stirred at 80° C. for 12 h. After conversion is complete, the mixture is extracted with sodium bicarbonate solution. The aqueous phase is back-extracted twice with ethyl acetate. The combined organic phases are ...